From a dataset of the Open Reaction Database (ORD), a public repository of structured organic reaction records. describe an organic reaction: reactants, conditions, products, and yield Reactants: C(C1=CC=CC=C1)(=O)N1CCN(CC1)C1=CC(NN=C1C1=CC=CC=C1)=O (5-(4-benzoylpiperazin-1-yl)-6-phenylpyridazin-3(2H)-one), P(=O)(Cl)(Cl)Cl (phosphorusoxychloride). Run at temperature 80 celsius. The product is ClC1=CC(=C(N=N1)C1=CC=CC=C1)N1CCN(CC1)C(=O)C1=CC=CC=C1 ((4-(6-chloro-3-phenylpyridazin-4-yl)piperazin-1-yl)(phenyl)methanone). RXN SMILES: [C:1]([N:9]1[CH2:14][CH2:13][N:12]([C:15]2[C:20]([C:21]3[CH:26]=[CH:25][CH:24]=[CH:23][CH:22]=3)=[N:19][NH:18][C:17](=O)[CH:16]=2)[CH2:11][CH2:10]1)(=[O:8])[C:2]1[CH:7]=[CH:6][CH:5]=[CH:4][CH:3]=1.P(Cl)(Cl)([Cl:30])=O>>[Cl:30][C:17]1[N:18]=[N:19][C:20]([C:21]2[CH:26]=[CH:25][CH:24]=[CH:23][CH:22]=2)=[C:15]([N:12]2[CH2:13][CH2:14][N:9]([C:1]([C:2]3[CH:7]=[CH:6][CH:5]=[CH:4][CH:3]=3)=[O:8])[CH2:10][CH2:11]2)[CH:16]=1. Procedure: To 5-(4-benzoylpiperazin-1-yl)-6-phenylpyridazin-3(2H)-one (1.3 g) taken in single necked round bottom flask, phosphorusoxychloride (10 ml) was added and the mixture was heated to 80° C. for 4 hrs. Reaction mixture was cooled to room temperature and concentrated to remove excess phosphorus oxychloride. Residue was slowly poured into ice and neutralized with solid sodium bicarbonate. The mixture was extracted with Ethyl acetate (3×100 ml). The combined organic layer was dried over anhydrous sodiu... Reactants: Cc1ccc(NC(=O)c2ccc(CN3CCN(C)CC3)cc2)cc1[N+](=O)[O-], CCO, O=C[O-], [K+], [Pt]. Yields the product Cc1ccc(NC(=O)c2ccc(CN3CCN(C)CC3)cc2)cc1N. Reaction SMILES: [CH3:1][c:2]1[c:3]([N+:25]([O-:26])=[O:27])[cH:4][c:5]([NH:8][C:9]([c:10]2[cH:11][cH:12][c:13]([CH2:16][N:17]3[CH2:18][CH2:19][N:20]([CH3:23])[CH2:21][CH2:22]3)[cH:14][cH:15]2)=[O:24])[cH:6][cH:7]1.[CH3:32][CH2:33][OH:34].[CH:28]([O-:29])=[O:30].[K+:31].[Pt:35]>>[CH3:1][c:2]1[c:3]([NH2:25])[cH:4][c:5]([NH:8][C:9]([c:10]2[cH:11][cH:12][c:13]([CH2:16][N:17]3[CH2:18][CH2:19][N:20]([CH3:23])[CH2:21][CH2:22]3)[cH:14][cH:15]2)=[O:24])[cH:6][cH:7]1. Reactants: ClC(C(C)=O)CC1=CC(=CC=C1)Cl (3-chloro-4-(3-chlorophenyl)-2-butanone), C(#N)C=1C=C(C=CC1N1C=NC(=C1)C)NC(=S)N ([3-cyano-4-(4-methyl-imidazol-1-yl)-phenyl]-thiourea). Product: ClC=1C=C(CC2=C(N=C(S2)NC=2C=CC(=C(C#N)C2)N2C=NC(=C2)C)C)C=CC1 (5-[5-(3-Chloro-benzyl)-4-methyl-thiazol-2-ylamino]-2-(4-methyl-imidazol-1-yl)-benzonitrile). As a reaction SMILES: Cl[CH:2]([CH2:6][C:7]1[CH:12]=[CH:11][CH:10]=[C:9]([Cl:13])[CH:8]=1)[C:3](=O)[CH3:4].[C:14]([C:16]1[CH:17]=[C:18]([NH:28][C:29]([NH2:31])=[S:30])[CH:19]=[CH:20][C:21]=1[N:22]1[CH:26]=[C:25]([CH3:27])[N:24]=[CH:23]1)#[N:15]>>[Cl:13][C:9]1[CH:8]=[C:7]([CH:12]=[CH:11][CH:10]=1)[CH2:6][C:2]1[S:30][C:29]([NH:28][C:18]2[CH:19]=[CH:20][C:21]([N:22]3[CH:26]=[C:25]([CH3:27])[N:24]=[CH:23]3)=[C:16]([CH:17]=2)[C:14]#[N:15])=[N:31][C:3]=1[CH3:4]. Procedure: The title compound was prepared in analogy to example 1 step e) from 54 mg (0.25 mmol) 3-chloro-4-(3-chlorophenyl)-2-butanone and 64 mg (0.25 mmol) [3-cyano-4-(4-methyl-imidazol-1-yl)-phenyl]-thiourea. The crude product was purified on silica gel with methylene chloride/methanol 9/1 yielding 50 mg (48%) 5-[5-(3-chloro-benzyl)-4-methyl-thiazol-2-ylamino]-2-(4-methyl-imidazol-1-yl)-benzonitrile as a light yellow solid. MS ISP (m/e): 420.1/422.2 (100/38) (M+H)+. 1H NMR (DMSO-D6, 250 MHz): δ (ppm)=1... Reactants: FB(F)F, O=C([O-])O, COc1ccc(C2(O)CCC3(CC2)OCCO3)c2c1OCCO2, CCOCC, C[Si](C)(C)C#N, ClCCl, [Na+]. Product: COc1ccc(C2(C#N)CCC3(CC2)OCCO3)c2c1OCCO2. RXN SMILES: [B:35]([F:36])([F:37])[F:38].[C:39](=[O:40])([OH:41])[O-:42].[CH2:1]1[CH2:2][O:3][C:4]2([CH2:5][CH2:6][C:7]([c:10]3[cH:11][cH:12][c:13]([O:20][CH3:21])[c:14]4[c:19]3[O:18][CH2:17][CH2:16][O:15]4)([OH:22])[CH2:8][CH2:9]2)[O:23]1.[CH2:30]([O:31][CH2:32][CH3:33])[CH3:34].[CH3:24][Si:25]([CH3:26])([CH3:27])[C:28]#[N:29].[Cl:44][CH2:45][Cl:46].[Na+:43]>>[CH2:1]1[CH2:2][O:3][C:4]2([CH2:5][CH2:6][C:7]([c:10]3[cH:11][cH:12][c:13]([O:20][CH3:21])[c:14]4[c:19]3[O:18][CH2:17][CH2:16][O:15]4)([C:28]#[N:29])[CH2:8][CH2:9]2)[O:23]1. Starting materials: COC(=O)C(Cc1ccc(OCc2ccccc2)cc1)Oc1ccccc1, CCO, CCOC(C)=O, [OH-], [OH-], [Pd+2]. Yields the product COC(=O)C(Cc1ccc(O)cc1)Oc1ccccc1. As a reaction SMILES: [CH3:1][O:2][C:3]([CH:4]([CH2:5][c:6]1[cH:7][cH:8][c:9]([O:12][CH2:13][c:14]2[cH:15][cH:16][cH:17][cH:18][cH:19]2)[cH:10][cH:11]1)[O:20][c:21]1[cH:22][cH:23][cH:24][cH:25][cH:26]1)=[O:27].[CH3:28][CH2:29][OH:30].[CH3:31][CH2:32][O:33][C:34](=[O:35])[CH3:36].[OH-:37].[OH-:39].[Pd+2:38]>>[CH3:1][O:2][C:3]([CH:4]([CH2:5][c:6]1[cH:7][cH:8][c:9]([OH:12])[cH:10][cH:11]1)[O:20][c:21]1[cH:22][cH:23][cH:24][cH:25][cH:26]1)=[O:27].